Dataset: the Open Reaction Database (ORD), a public repository of structured organic reaction records. Task: describe an organic reaction: reactants, conditions, products, and yield The reactants are O=[N+]([O-])c1cc(Br)c(F)c(Cl)c1F, C1CCOC1. The product is Nc1cc(Br)c(F)c(Cl)c1F. RXN SMILES: [F:1][c:2]1[c:3]([N+:11]([O-:12])=[O:13])[cH:4][c:5]([Br:10])[c:6]([F:9])[c:7]1[Cl:8].[O:14]1[CH2:15][CH2:16][CH2:17][CH2:18]1>>[F:1][c:2]1[c:3]([NH2:11])[cH:4][c:5]([Br:10])[c:6]([F:9])[c:7]1[Cl:8]. The reactants are ClC=1N=C(C2=C(N1)C=C(S2)CN2CCN1[C@H](C2)CCC1)N1CCOCC1 (2-chloro-6-[(S)-1-(hexahydro-pyrrolo[1,2-d]pyrazin-2-yl)methyl]-4-morpholin-4-yl-thieno[3,2-d]pyrimidine), Cl.C(C)(C)(C)OC(=O)N1CCC2(CNC2)CC1 (2,7-diaza-spiro[3.5]nonane-7-carboxylic acid tert-butyl ester hydrochloride). The product is C(C)(C)(C)OC(=O)N1CCC2(CN(C2)CC2=CC=3N=C(N=C(C3S2)N2CCOCC2)Cl)CC1 (2-(2-Chloro-4-morpholin-4-yl-thieno[3,2-d]pyrimidin-6-ylmethyl)-2,7-diaza-spiro[3.5]nonane-7-carboxylic acid tert-butyl ester), solid. The yield is 84.0%. Reaction SMILES: [Cl:1][C:2]1[N:3]=[C:4]([N:21]2[CH2:26][CH2:25][O:24][CH2:23][CH2:22]2)[C:5]2[S:10][C:9]([CH2:11][N:12]3[CH2:17][C@@H]4CCCN4CC3)=[CH:8][C:6]=2[N:7]=1.Cl.[C:28]([O:32][C:33]([N:35]1[CH2:43][CH2:42][C:38]2(CN[CH2:39]2)[CH2:37][CH2:36]1)=[O:34])([CH3:31])([CH3:30])[CH3:29]>>[C:28]([O:32][C:33]([N:35]1[CH2:43][CH2:42][C:38]2([CH2:17][N:12]([CH2:11][C:9]3[S:10][C:5]4[C:4]([N:21]5[CH2:26][CH2:25][O:24][CH2:23][CH2:22]5)=[N:3][C:2]([Cl:1])=[N:7][C:6]=4[CH:8]=3)[CH2:39]2)[CH2:37][CH2:36]1)=[O:34])([CH3:30])([CH3:29])[CH3:31] |f:1.2|. Reported procedure: Prepared according to the method used in the preparation of 2-chloro-6-[(S)-1-(hexahydro-pyrrolo[1,2-d]pyrazin-2-yl)methyl]-4-morpholin-4-yl-thieno[3,2-d]pyrimidine using 2,7-diaza-spiro[3.5]nonane-7-carboxylic acid tert-butyl ester hydrochloride in place of (S)-octahydro-pyrrolo[1,2-a]pyrazine. The title compound was obtained as a tan solid (209 mg, 84%).